Dataset: the Open Reaction Database (ORD), a public repository of structured organic reaction records. Task: describe an organic reaction: reactants, conditions, products, and yield Starting materials: C(C)(C)(C)OC(=O)N1CCC(CC1)NC(C1=CC=C(C=C1)C=1N=C(SC1)NC(=O)C1N(CCC1)C(=O)OCC1=CC=CC=C1)=O (4-(4-{2-[(1-Benzyloxycarbonyl-pyrrolidine-2-carbonyl)-amino]-thiazol-4-yl}-benzoylamino)-piperidine-1-carboxylic acid tert-butyl ester), C(Cl)Cl.C(=O)(C(F)(F)F)O (CH2Cl2 TFA), C(C)(C)(C)OC(=O)N1CC(CCC1)NC(C1=CC=C(C=C1)C=1N=C(SC1)NC(=O)C1N(CCC1)C(=O)OCC1=CC=CC=C1)=O (3-(4-{2-[(1-Benzyloxycarbonyl-pyrrolidine-2-carbonyl)-amino]-thiazol-4-yl}-benzoylamino)-piperidine-1-carboxylic acid tert butyl ester), Example 336. Yields the product C(C1=CC=CC=C1)OC(=O)N1C(CCC1)C(NC=1SC=C(N1)C1=CC=C(C=C1)C(NC1CCNCC1)=O)=O (2-{4-[4-(Piperidin-4-ylcarbamoyl)-phenyl]-thiazol-2-ylcarbamoyl}-pyrrolidine-1-carboxylic acid benzyl ester). As a reaction SMILES: C(OC([N:8]1[CH2:13][CH2:12][CH:11]([NH:14][C:15](=[O:45])[C:16]2[CH:21]=[CH:20][C:19]([C:22]3[N:23]=[C:24]([NH:27][C:28]([CH:30]4[CH2:34][CH2:33][CH2:32][N:31]4[C:35]([O:37][CH2:38][C:39]4[CH:44]=[CH:43][CH:42]=[CH:41][CH:40]=4)=[O:36])=[O:29])[S:25][CH:26]=3)=[CH:18][CH:17]=2)[CH2:10][CH2:9]1)=O)(C)(C)C.C(OC(N1CCCC(NC(=O)C2C=CC(C3N=C(NC(C4CCCN4C(OCC4C=CC=CC=4)=O)=O)SC=3)=CC=2)C1)=O)(C)(C)C.C(Cl)Cl.C(O)(C(F)(F)F)=O>>[CH2:38]([O:37][C:35]([N:31]1[CH2:32][CH2:33][CH2:34][CH:30]1[C:28](=[O:29])[NH:27][C:24]1[S:25][CH:26]=[C:22]([C:19]2[CH:20]=[CH:21][C:16]([C:15](=[O:45])[NH:14][CH:11]3[CH2:10][CH2:9][NH:8][CH2:13][CH2:12]3)=[CH:17][CH:18]=2)[N:23]=1)=[O:36])[C:39]1[CH:44]=[CH:43][CH:42]=[CH:41][CH:40]=1 |f:2.3|. Procedure details: 4-(4-{2-[(1-Benzyloxycarbonyl-pyrrolidine-2-carbonyl)-amino]-thiazol-4-yl}-benzoylamino)-piperidine-1-carboxylic acid tert-butyl ester (Compound 5336 Example 336 100 mg, 0.16 mmol) was dissolved in 4 mL of 1:1 solution of CH2Cl2/TFA and stirred for 1.5 at room temperature. The reaction mixture was evaporated under reduced pressure to give pure desired product. MS: 534.2(M+H+); H1 NMR (MeOH-d4): δ(ppm) (HCl salt) 7.99 (m, 4H), 7.28 (m, 3H), 7.12 (d, 1H), 7.00 (d, 2H), 5.02 (m, 2H), 4.56 (m, 2H), ... Starting materials: ClC(C)(CCC(C)(C)Cl)C (2,5-dichloro-2,5-dimethylhexane), [Cl-].[Al+3].[Cl-].[Cl-] (aluminium chloride), ClCCl (dichloromethane), ClCCl (dichloromethane), BrC=1C=C(C=CC1)O (3-bromophenol). Solvent: O (water). The product is BrC=1C=C(C=2C(CCC(C2C1)(C)C)(C)C)O (3-bromo-5,5,8,8-tetramethyl-5,6,7,8-tetrahydronaphth-1-ol). Reaction SMILES: [Cl-].[Al+3].[Cl-].[Cl-].ClCCl.[Br:8][C:9]1[CH:10]=[C:11]([OH:15])[CH:12]=[CH:13][CH:14]=1.Cl[C:17]([CH3:25])([CH2:19][CH2:20][C:21](Cl)([CH3:23])[CH3:22])[CH3:18]>O>[Br:8][C:9]1[CH:10]=[C:11]([OH:15])[C:12]2[C:17]([CH3:25])([CH3:18])[CH2:19][CH2:20][C:21]([CH3:23])([CH3:22])[C:13]=2[CH:14]=1 |f:0.1.2.3|. Reported procedure: 13.40 g (100.0 mmol) of aluminium chloride and 100 ml of dichloromethane are introduced into a three-necked flask under an argon atmosphere. A solution composed of 34.60 g (199.0 mmol) of 3-bromophenol, 89.00 g (486.0 mmol) of 2,5-dichloro-2,5-dimethylhexane and 300 ml of dichloromethane is added dropwise. The reaction mixture is stirred for sixteen hours at room temperature. The reaction mixture is poured into water and extracted with dichloromethane, the extract is washed with water and the or... Starting materials: [Si]([O-])([O-])([O-])[O-].[Na+].[Na+].[Na+].[Na+] (sodium silicate), Na2O, SiO2, C(CCCCC(=O)O)(=O)O (adipic acid), C=CC=C (butadiene), [Na] (sodium), fatty acids, ferric sulfate, OO (hydrogen peroxide), peroxide, C(CCCCCCCCCCC)S (lauryl mercaptan). Reaction conditions: time 75 minute. Product: [Si]([O-])([O-])([O-])[O-].[Na+].[Na+].[Na+].[Na+].C=CC=C (sodium silicate butadiene). As a reaction SMILES: [Si:1]([O-:5])([O-:4])([O-:3])[O-:2].[Na+:6].[Na+].[Na+].[Na+].[C:10](O)(=O)[CH2:11][CH2:12][CH2:13]CC(O)=O.C=CC=C.[Na].OO.C(S)CCCCCCCCCCC>>[Si:1]([O-:5])([O-:4])([O-:3])[O-:2].[Na+:6].[Na+:6].[Na+:6].[Na+:6].[CH2:10]=[CH:11][CH:12]=[CH2:13] |f:0.1.2.3.4,10.11.12.13.14.15,^1:23|. Procedure details: About 30 parts by weight of an aqueous sodium silicate solution containing about 10% Na2O and 15% SiO2, 1 part by weight of adipic acid, 20 parts by weight of butadiene, 0.5 parts by weight of sodium salt of fatty acids, 0.05 to 0.1 parts by weight of ferric sulfate, 0.1 parts by weight of hydrogen peroxide, 0.01 parts by weight of benzoxyl peroxide and 0.1 parts by weight of lauryl mercaptan are mixed in a closed system at ambient to 50° C. while agitating at about 0.40 to 6 psiq for 30 to 120 ... Starting materials: O=C1Cc2c(cccc2-c2ccc(Br)cc2)N1, C1CCNCC1, Cc1[nH]c(C=O)c(C)c1C(=O)N1CCN(C)CC1, CCO. The product is Cc1[nH]c(C=C2C(=O)Nc3cccc(-c4ccc(Br)cc4)c32)c(C)c1C(=O)N1CCN(C)CC1. As a reaction SMILES: [Br:1][c:2]1[cH:3][cH:4][c:5](-[c:8]2[c:9]3[c:13]([cH:14][cH:15][cH:16]2)[NH:12][C:11](=[O:17])[CH2:10]3)[cH:6][cH:7]1.[CH2:36]1[CH2:37][CH2:38][NH:39][CH2:40][CH2:41]1.[CH3:18][c:19]1[c:20]([CH:34]=[O:35])[nH:21][c:22]([CH3:33])[c:23]1[C:24](=[O:25])[N:26]1[CH2:27][CH2:28][N:29]([CH3:32])[CH2:30][CH2:31]1.[CH3:42][CH2:43][OH:44]>>[Br:1][c:2]1[cH:3][cH:4][c:5](-[c:8]2[c:9]3[c:13]([cH:14][cH:15][cH:16]2)[NH:12][C:11](=[O:17])[C:10]3=[CH:34][c:20]2[c:19]([CH3:18])[c:23]([C:24](=[O:25])[N:26]3[CH2:27][CH2:28][N:29]([CH3:32])[CH2:30][CH2:31]3)[c:22]([CH3:33])[nH:21]2)[cH:6][cH:7]1. Starting materials: C(#N)C(C)(C)C=1C=C(CN2C(=C(C3=CC(=CC=C23)C(=O)OCC=C)C)C)C=CC1 (allyl 1-(3-(2-cyanopropan-2-yl)benzyl)-2,3-dimethyl-1H-indole-5-carboxylate), N1CCOCC1 (morpholine). The reagents and catalysts are C=1C=CC(=CC1)[P](C=2C=CC=CC2)(C=3C=CC=CC3)[Pd]([P](C=4C=CC=CC4)(C=5C=CC=CC5)C=6C=CC=CC6)([P](C=7C=CC=CC7)(C=8C=CC=CC8)C=9C=CC=CC9)[P](C=1C=CC=CC1)(C=1C=CC=CC1)C=1C=CC=CC1 (Pd(PPh3)4). The solvent is C1CCOC1 (THF). Run at time 1 hour. Product: C(#N)C(C)(C)C=1C=C(CN2C(=C(C3=CC(=CC=C23)C(=O)O)C)C)C=CC1 (1-(3-(2-cyanopropan-2-yl)benzyl)-2,3-dimethyl-1H-indole-5-carboxylic acid). RXN SMILES: [C:1]([C:3]([C:6]1[CH:7]=[C:8]([CH:27]=[CH:28][CH:29]=1)[CH2:9][N:10]1[C:18]2[C:13](=[CH:14][C:15]([C:19]([O:21]CC=C)=[O:20])=[CH:16][CH:17]=2)[C:12]([CH3:25])=[C:11]1[CH3:26])([CH3:5])[CH3:4])#[N:2].N1CCOCC1>C1COCC1.C1C=CC([P]([Pd]([P](C2C=CC=CC=2)(C2C=CC=CC=2)C2C=CC=CC=2)([P](C2C=CC=CC=2)(C2C=CC=CC=2)C2C=CC=CC=2)[P](C2C=CC=CC=2)(C2C=CC=CC=2)C2C=CC=CC=2)(C2C=CC=CC=2)C2C=CC=CC=2)=CC=1>[C:1]([C:3]([C:6]1[CH:7]=[C:8]([CH:27]=[CH:28][CH:29]=1)[CH2:9][N:10]1[C:18]2[C:13](=[CH:14][C:15]([C:19]([OH:21])=[O:20])=[CH:16][CH:17]=2)[C:12]([CH3:25])=[C:11]1[CH3:26])([CH3:5])[CH3:4])#[N:2] |^1:44,46,65,84|. Reported procedure: The mixture of allyl 1-(3-(2-cyanopropan-2-yl)benzyl)-2,3-dimethyl-1H-indole-5-carboxylate (0.688 g, 1.78 mmol) and morpholine (1.6 mL, 17.8 mmol) in THF (5 mL) was degassed and then Pd(PPh3)4 (0.21 g, 0.18 mmol) was added. The mixture was stirred at room temperature for 1 h. The solvent was removed and the residue was dissolved in Methanol and acidified to pH4. The solvent was removed and the residue was purified by silica gel to obtain the title compound. ESI-MS (m/z): 347 [M+H]+.